Dataset: the Open Reaction Database (ORD), a public repository of structured organic reaction records. Task: describe an organic reaction: reactants, conditions, products, and yield Reactants: O=C(n1ccnc1)n1ccnc1, C=CCBr, COC(=O)c1ccc(CCCO)cc1, CC#N, [Na+], O=C([O-])O. Product: COC(=O)c1ccc(CCCBr)cc1. As a reaction SMILES: [C:15]([n:16]1[cH:17][cH:18][n:19][cH:20]1)([n:21]1[cH:22][cH:23][n:24][cH:25]1)=[O:26].[CH2:27]([CH:28]=[CH2:29])[Br:30].[CH3:1][O:2][C:3]([c:4]1[cH:5][cH:6][c:7]([CH2:10][CH2:11][CH2:12][OH:13])[cH:8][cH:9]1)=[O:14].[CH3:36][C:37]#[N:38].[Na+:35].[O-:31][C:32]([OH:33])=[O:34]>>[CH3:1][O:2][C:3]([c:4]1[cH:5][cH:6][c:7]([CH2:10][CH2:11][CH2:12][Br:30])[cH:8][cH:9]1)=[O:14]. The reactants are CC(=O)Nc1cccn2c(Br)cnc12, CCOC(C)=O, CCCCCC. Yields the product C#Cc1cnc2c(NC(C)=O)cccn12. Reaction SMILES: [Br:1][c:2]1[cH:3][n:4][c:5]2[n:6]1[cH:7][cH:8][cH:9][c:10]2[NH:11][C:12]([CH3:13])=[O:14].[CH2:15]([CH3:16])[O:17][C:18](=[O:19])[CH3:20].[CH3:21][CH2:22][CH2:23][CH2:24][CH2:25][CH3:26]>>[c:2]1([C:15]#[CH:16])[cH:3][n:4][c:5]2[n:6]1[cH:7][cH:8][cH:9][c:10]2[NH:11][C:12]([CH3:13])=[O:14].